This data is from the Open Reaction Database (ORD), a public repository of structured organic reaction records. The task is: describe an organic reaction: reactants, conditions, products, and yield The reactants are C(C)(C)N(CC)C(C)C (diisopropylethylamine), propanephosphonic anhydride, C(#N)C1=NC=C(C=C1)CN (2-cyano-5-(aminomethyl)pyridine), N([C@H](CC1=CC=CC=C1)C(=O)N1[C@H](C(=O)O)CCC1)C(=O)OC(C)(C)C (Boc-D-Phe-Pro-OH). The solvent is C(Cl)Cl (CH2Cl2). Conditions: time 2 hour. Product: C(#N)C1=CC=C(C=N1)CNC([C@H]1N(CCC1)C([C@H](NC(=O)OC(C)(C)C)CC1=CC=CC=C1)=O)=O (Boc-D-phenylalanylproline (6-cyano-3-picolyl)amide). Reaction SMILES: C(N(C(C)C)CC)(C)C.[C:10]([C:12]1[CH:17]=[CH:16][C:15]([CH2:18][NH2:19])=[CH:14][N:13]=1)#[N:11].[NH:20]([C:39]([O:41][C:42]([CH3:45])([CH3:44])[CH3:43])=[O:40])[C@@H:21]([C:29]([N:31]1[CH2:38][CH2:37][CH2:36][C@H:32]1[C:33](O)=[O:34])=[O:30])[CH2:22][C:23]1[CH:28]=[CH:27][CH:26]=[CH:25][CH:24]=1>C(Cl)Cl>[C:10]([C:12]1[N:13]=[CH:14][C:15]([CH2:18][NH:19][C:33](=[O:34])[C@@H:32]2[CH2:36][CH2:37][CH2:38][N:31]2[C:29](=[O:30])[C@@H:21]([CH2:22][C:23]2[CH:24]=[CH:25][CH:26]=[CH:27][CH:28]=2)[NH:20][C:39]([O:41][C:42]([CH3:45])([CH3:43])[CH3:44])=[O:40])=[CH:16][CH:17]=1)#[N:11]. Procedure: 8.12 g of diisopropylethylamine and subsequently 11 ml (15 mmol) of propanephosphonic anhydride (50% strength solution in ethyl acetate) were added dropwise to a solution of 2.11 g (12.5 mmol) of 2-cyano-5-(aminomethyl)pyridine and 4.5 g (12.5 mmol) of Boc-D-Phe-Pro-OH in 70 ml of CH2Cl2 at −5° C. The mixture was then stirred for 2 h, during which the temperature was allowed to rise from −5° to 20° C. The organic phase was washed with water, 5% strength sodium bicarbonate and 5% strength citric ... Reactants: Cc1ccc(N(CC(=O)O)S(=O)(=O)c2ccc(C(C)(C)C)cc2)cn1, OCCNCc1ccccn1. The product is Cc1ccc(N(CC(=O)N(CCO)Cc2ccccn2)S(=O)(=O)c2ccc(C(C)(C)C)cc2)cn1. Reaction SMILES: [C:1]([CH3:2])([CH3:3])([CH3:4])[c:5]1[cH:6][cH:7][c:8]([S:11](=[O:12])(=[O:13])[N:14]([c:15]2[cH:16][n:17][c:18]([CH3:21])[cH:19][cH:20]2)[CH2:22][C:23](=[O:24])[OH:25])[cH:9][cH:10]1.[n:26]1[c:27]([CH2:32][NH:33][CH2:34][CH2:35][OH:36])[cH:28][cH:29][cH:30][cH:31]1>>[C:1]([CH3:2])([CH3:3])([CH3:4])[c:5]1[cH:6][cH:7][c:8]([S:11](=[O:12])(=[O:13])[N:14]([c:15]2[cH:16][n:17][c:18]([CH3:21])[cH:19][cH:20]2)[CH2:22][C:23](=[O:25])[N:33]([CH2:32][c:27]2[n:26][cH:31][cH:30][cH:29][cH:28]2)[CH2:34][CH2:35][OH:36])[cH:9][cH:10]1. The reactants are COC([C@@](NC(=O)OC1C2CC3CC(CC1C3)C2)(C)C2=NC3=CC=CC=C3C=C2)=O (N-(2-adamantyloxy-carbonyl)-2-(quinolin-yl)-alanine methyl ester). Solvent: CCCCC (n-pentane). Product: C12C(C3CC(CC(C1)C3)C2)OC(=O)N[C@@](C)(C(=O)O)C2=NC3=CC=CC=C3C=C2 (N-(2-adamantyloxy-carbonyl)-2-(quinolin-yl)-alanine). Isolated yield 61.1%. RXN SMILES: C[O:2][C:3](=[O:30])[C@:4]([C:20]1[CH:29]=[CH:28][C:27]2[C:22](=[CH:23][CH:24]=[CH:25][CH:26]=2)[N:21]=1)([CH3:19])[NH:5][C:6]([O:8][CH:9]1[CH:16]2[CH2:17][CH:12]3[CH2:13][CH:14]([CH2:18][CH:10]1[CH2:11]3)[CH2:15]2)=[O:7]>CCCCC>[CH:10]12[CH2:18][CH:14]3[CH2:13][CH:12]([CH2:17][CH:16]([CH2:15]3)[CH:9]1[O:8][C:6]([NH:5][C@:4]([C:20]1[CH:29]=[CH:28][C:27]3[C:22](=[CH:23][CH:24]=[CH:25][CH:26]=3)[N:21]=1)([C:3]([OH:30])=[O:2])[CH3:19])=[O:7])[CH2:11]2. Procedure details: Method was as described for Example 30, Step 5, but using N-(2-adamantyloxy-carbonyl)-2-(quinolin-yl)-alanine methyl ester (3.5 g, 8.3 mmol) to obtain N-(2-adamantyloxy-carbonyl)-2-(quinolin-yl)-alanine (2.0 g, 59.0%) as a beige solid from n-pentane. Reactants: ClC=1C(=NC2=CC=C(C=C2C1O)C(=O)OCC)C (ethyl 3-chloro-4-hydroxy-2-methylquinoline-6-carboxylate), P(=O)(Cl)(Cl)Cl (phosphoryl chloride). Run at temperature 100 celsius, time 18 hour. The product is ClC=1C(=NC2=CC=C(C=C2C1Cl)C(=O)OCC)C (ethyl 3,4-dichloro-2-methylquinoline-6-carboxylate). RXN SMILES: [Cl:1][C:2]1[C:3]([CH3:18])=[N:4][C:5]2[C:10]([C:11]=1O)=[CH:9][C:8]([C:13]([O:15][CH2:16][CH3:17])=[O:14])=[CH:7][CH:6]=2.P(Cl)(Cl)([Cl:21])=O>>[Cl:1][C:2]1[C:3]([CH3:18])=[N:4][C:5]2[C:10]([C:11]=1[Cl:21])=[CH:9][C:8]([C:13]([O:15][CH2:16][CH3:17])=[O:14])=[CH:7][CH:6]=2. Procedure details: A mixture of ethyl 3-chloro-4-hydroxy-2-methylquinoline-6-carboxylate (629 mg) and phosphoryl chloride (2 mL) was stirred in an oil bath at 100° C. for 18 hours. The reaction mixture was concentrated under reduced pressure, and the resulting residue was diluted with water, and extracted with ethyl acetate. The organic layer was concentrated under reduced pressure, and the resulting residue was purified under silica gel column chromatography (hexane/ethyl acetate) to obtain ethyl 3,4-dichloro-2-m... As a reaction SMILES: [C:1]1([S:7]([N:10]2[C:14]3=[N:15][CH:16]=[C:17]([O:19][CH3:20])[CH:18]=[C:13]3[C:12](I)=[CH:11]2)(=[O:9])=[O:8])[CH:6]=[CH:5][CH:4]=[CH:3][CH:2]=1.C([Mg]Cl)(C)C.[C:27]([O:31][C:32](=[O:52])[N:33]([CH2:42][C:43]1[C:44]([O:50][CH3:51])=[N:45][CH:46]=[C:47]([F:49])[CH:48]=1)[C:34]1[N:39]=[CH:38][C:37]([CH:40]=[O:41])=[CH:36][N:35]=1)([CH3:30])([CH3:29])[CH3:28].[Cl-].[NH4+]>O1CCCC1>[C:27]([O:31][C:32](=[O:52])[N:33]([C:34]1[N:39]=[CH:38][C:37]([CH:40]([C:12]2[C:13]3[C:14](=[N:15][CH:16]=[C:17]([O:19][CH3:20])[CH:18]=3)[N:10]([S:7]([C:1]3[CH:6]=[CH:5][CH:4]=[CH:3][CH:2]=3)(=[O:9])=[O:8])[CH:11]=2)[OH:41])=[CH:36][N:35]=1)[CH2:42][C:43]1[C:44]([O:50][CH3:51])=[N:45][CH:46]=[C:47]([F:49])[CH:48]=1)([CH3:30])([CH3:28])[CH3:29] |f:3.4|. The solvent is O1CCCC1 (tetrahydrofuran), O1CCCC1 (tetrahydrofuran). Procedure details: To a solution of 1-benzenesulfonyl-3-iodo-5-methoxy-1H-pyrrolo[2,3-b]pyridine (16, 1 equivalent) in 4.0 mL of tetrahydrofuran, isopropylmagnesium chloride (2.0 M in tetrahydrofuran, 1 equivalent) is added slowly at −50° C. The reaction is allowed to warm to 5° C. over 70 minutes, then cooled to −45° C. and (5-fluoro-2-methoxy-pyridin-3-ylmethyl)-(5-formyl-pyrimidin-2-yl)-carbamic acid tert-butyl ester (123, 0.78 equivalent) in 2.0 mL of tetrahydrofuran is added. The reaction is allowed to warm t... Run at temperature 5 celsius. The reactants are C1(=CC=CC=C1)S(=O)(=O)N1C=C(C=2C1=NC=C(C2)OC)I (1-benzenesulfonyl-3-iodo-5-methoxy-1H-pyrrolo[2,3-b]pyridine), C(C)(C)[Mg]Cl (isopropylmagnesium chloride), C(C)(C)(C)OC(N(C1=NC=C(C=N1)C=O)CC=1C(=NC=C(C1)F)OC)=O ((5-fluoro-2-methoxy-pyridin-3-ylmethyl)-(5-formyl-pyrimidin-2-yl)-carbamic acid tert-butyl ester), [Cl-].[NH4+] (ammonium chloride). Yields the product C(C)(C)(C)OC(N(CC=1C(=NC=C(C1)F)OC)C1=NC=C(C=N1)C(O)C1=CN(C2=NC=C(C=C21)OC)S(=O)(=O)C2=CC=CC=C2)=O ({5-[(1-benzenesulfonyl-5-methoxy-1H-pyrrolo[2,3-b]pyridin-3-yl)-hydroxy-methyl]-pyrimidin-2-yl}-(5-fluoro-2-methoxy-pyridin-3-ylmethyl)-carbamic acid tert-butyl ester). The reactants are ClN1[C@H](C[C@H](CC1)C1=CC2=C(S1)C=CC=C2OC)C (cis-(±)-N-chloro-4-(4-methoxybenzo[b]thiophen-2-yl)-2-methylpiperidine), C1CCC2=NCCCN2CC1 (DBU). Solvent: C1CCOC1 (THF). Conditions: time 17 hour. The product is COC1=CC=CC=2SC(=CC21)C2CC(=NCC2)C (4-(4-methoxybenzo[b]thiophen-2-yl)-2-methyl-3,4,5,6-tetrahydropyridine). The yield is 111.8%. Reaction SMILES: Cl[N:2]1[CH2:7][CH2:6][C@H:5]([C:8]2[S:12][C:11]3[CH:13]=[CH:14][CH:15]=[C:16]([O:17][CH3:18])[C:10]=3[CH:9]=2)[CH2:4][C@@H:3]1[CH3:19].C1CCN2C(=NCCC2)CC1>C1COCC1>[CH3:18][O:17][C:16]1[C:10]2[CH:9]=[C:8]([CH:5]3[CH2:6][CH2:7][N:2]=[C:3]([CH3:19])[CH2:4]3)[S:12][C:11]=2[CH:13]=[CH:14][CH:15]=1. Reported procedure: A solution of the crude cis-(±)-N-chloro-4-(4-methoxybenzo[b]thiophen-2-yl)-2-methylpiperidine (2.348 g, 7.93 mmol) in THF (80 mL) was treated with DBU (1.18 mL, 7.93 mmol). After stirring 17 h, the DBU salt was filtered off through a sintered funnel, rinsed with Et2O, and the filtrate was concentrated under reduced pressure to give 4-(4-methoxybenzo[b]thiophen-2-yl)-2-methyl-3,4,5,6-tetrahydropyridine as a golden oil (2.3 g, 99%) that was immediately used in the next step. Product: C(C)(C)C1=C(C=CC=C1)N1\C(\SCC1C)=N/N=C\C1=CC=C(C=C1)C1=NN(C=N1)C1=CC=C(C=C1)OC(F)(F)F ((Z)-3-(2-isopropylphenyl)-4-methyl-2-((E)-(4-(1-(4-(trifluoromethoxy)phenyl)-1H-1,2,4-triazol-3-yl)benzylidene)hydrazono)thiazolidine). Reported procedure: To (E)-N-(2-isopropylphenyl)-2-(4-(1-(4-(trifluoromethoxy)phenyl)-1H-1,2,4-triazol-3-yl)benzylidene)hydrazinecarbothioamide (300 mg, 0.572 mmol) and potassium carbonate (316 mg, 2.29 mmol) in butanone (4 ml) was added 1,2-dibromopropane (0.072 ml, 0.686 mmol). The reaction was heated to 85° C. overnight. The reaction was determined to be complete by LCMS. The reaction mixture was diluted with DCM and washed with water. The aqueous layer was extracted with DCM. The organic layers were poured thro... Starting materials: C(C)(C)C1=C(C=CC=C1)NC(=S)N/N=C/C1=CC=C(C=C1)C1=NN(C=N1)C1=CC=C(C=C1)OC(F)(F)F ((E)-N-(2-isopropylphenyl)-2-(4-(1-(4-(trifluoromethoxy)phenyl)-1H-1,2,4-triazol-3-yl)benzylidene)hydrazinecarbothioamide), C([O-])([O-])=O.[K+].[K+] (potassium carbonate), BrCC(C)Br (1,2-dibromopropane). Run at temperature 85 celsius. The solvent is C(Cl)Cl (DCM), CC(CC)=O (butanone). Reaction SMILES: [CH:1]([C:4]1[CH:9]=[CH:8][CH:7]=[CH:6][C:5]=1[NH:10][C:11]([NH:13]/[N:14]=[CH:15]/[C:16]1[CH:21]=[CH:20][C:19]([C:22]2[N:26]=[CH:25][N:24]([C:27]3[CH:32]=[CH:31][C:30]([O:33][C:34]([F:37])([F:36])[F:35])=[CH:29][CH:28]=3)[N:23]=2)=[CH:18][CH:17]=1)=[S:12])([CH3:3])[CH3:2].C(=O)([O-])[O-].[K+].[K+].Br[CH2:45][CH:46](Br)[CH3:47]>CC(=O)CC.C(Cl)Cl>[CH:1]([C:4]1[CH:9]=[CH:8][CH:7]=[CH:6][C:5]=1[N:10]1[CH:46]([CH3:47])[CH2:45][S:12]/[C:11]/1=[N:13]/[N:14]=[CH:15]\[C:16]1[CH:17]=[CH:18][C:19]([C:22]2[N:26]=[CH:25][N:24]([C:27]3[CH:28]=[CH:29][C:30]([O:33][C:34]([F:37])([F:35])[F:36])=[CH:31][CH:32]=3)[N:23]=2)=[CH:20][CH:21]=1)([CH3:3])[CH3:2] |f:1.2.3|.